Dataset: the Open Reaction Database (ORD), a public repository of structured organic reaction records. Task: describe an organic reaction: reactants, conditions, products, and yield Yields the product ClC1=NC=CC2=CC(=CC=C12)S(=O)(=O)NC=1SC=CN1 (1-chloro-N-(thiazol-2-yl)isoquinoline-6-sulfonamide). RXN SMILES: [S:1]1[CH:5]=[CH:4][N:3]=[C:2]1[NH2:6].[Cl:7][C:8]1[C:17]2[C:12](=[CH:13][C:14]([S:18](OC3C(F)=C(F)C(F)=C(F)C=3F)(=[O:20])=[O:19])=[CH:15][CH:16]=2)[CH:11]=[CH:10][N:9]=1.[Li+].C[Si]([N-][Si](C)(C)C)(C)C>C1COCC1>[Cl:7][C:8]1[C:17]2[C:12](=[CH:13][C:14]([S:18]([NH:6][C:2]3[S:1][CH:5]=[CH:4][N:3]=3)(=[O:20])=[O:19])=[CH:15][CH:16]=2)[CH:11]=[CH:10][N:9]=1 |f:2.3|. Solvent: C1CCOC1 (THF). Procedure: A flask containing thiazol-2-amine (0.185 g, 1.843 mmol), perfluorophenyl 1-chloroisoquinoline-6-sulfonate (0.719 g, 1.755 mmol), and THF (0.163 mL) was cooled to 0° C. LHMDS (1.0 M in THF) (3.86 ml, 3.86 mmol) was added dropwise and the reaction was stirred for 5 minutes at 0° C. The reaction was quenched with saturated ammonium chloride solution, diluted with ethyl acetate and washed with water. The aqueous layer was extracted with ethyl acetate, and the combined organic layers were dried with... Run at temperature 0 celsius, time 5 minute. Starting materials: S1C(=NC=C1)N (thiazol-2-amine), ClC1=NC=CC2=CC(=CC=C12)S(=O)(=O)OC1=C(C(=C(C(=C1F)F)F)F)F (perfluorophenyl 1-chloroisoquinoline-6-sulfonate), [Li+].C[Si](C)(C)[N-][Si](C)(C)C (LHMDS). The reactants are S1C=NC2=C1C=C(C=C2)N2C(NC(C2)C(F)(F)F)=O (3,1-Benzothiazol-6-yl-4-trifluoromethyl-imidazolidin-2-one), BrC=1C=NC=CC1 (3-Bromo-pyridine), C1(C(CCCC1)N)N (Cyclohexane-1,2-diamine), P(=O)([O-])([O-])[O-].[K+].[K+].[K+] (potassium phosphate). The reagents and catalysts are [Cu](I)I (copper iodide). Solvent: O1CCOCC1 (1,4-Dioxane). Yields the product S1C=NC2=C1C=C(C=C2)N2C(N(C(C2)C(F)(F)F)C=2C=NC=CC2)=O (1-Benzothiazol-6-yl-3-pyridin-3-yl-4-trifluoromethyl-imidazolidin-2-one). The yield is 23.7%. As a reaction SMILES: [S:1]1[C:5]2[CH:6]=[C:7]([N:10]3[CH2:14][CH:13]([C:15]([F:18])([F:17])[F:16])[NH:12][C:11]3=[O:19])[CH:8]=[CH:9][C:4]=2[N:3]=[CH:2]1.Br[C:21]1[CH:22]=[N:23][CH:24]=[CH:25][CH:26]=1.C1(N)CCCCC1N.P([O-])([O-])([O-])=O.[K+].[K+].[K+]>[Cu](I)I.O1CCOCC1>[S:1]1[C:5]2[CH:6]=[C:7]([N:10]3[CH2:14][CH:13]([C:15]([F:17])([F:18])[F:16])[N:12]([C:21]4[CH:22]=[N:23][CH:24]=[CH:25][CH:26]=4)[C:11]3=[O:19])[CH:8]=[CH:9][C:4]=2[N:3]=[CH:2]1 |f:3.4.5.6|. Procedure details: Using the same reaction conditions and work up as described in example 1, step-3,1-Benzothiazol-6-yl-4-trifluoromethyl-imidazolidin-2-one (I-170b: 50 mg, 0.174 mmol) was refluxed with 3-Bromo-pyridine (33 mg, 0.209 mmol), copper iodide (3.3 mg, 0.0174 mmol), Cyclohexane-1,2-diamine (6 mg, 0.0522 mmol), potassium phosphate (110 mg, 0.522 mmol) and 1,4-Dioxane (2 mL) at 120° C. for 12 hours to afford the crude product. Purification by column chromatography on silica gel (2% methanol in chloroform)... Starting materials: C(C)(=O)SCC(C(=O)N1[C@H](C(=O)O)CC(C1)(OC)OC)C(F)(F)F (1-[3-(acetylthio)-2-trifluoromethyl-1-oxopropyl]-4,4-dimethoxy-L-proline), N (ammonia). Yields the product SCC(C(=O)N1[C@H](C(=O)O)CC(C1)(OC)OC)C(F)(F)F (1-(3-mercapto-2-trifluoromethyl-1-oxopropyl)-4,4-dimethoxy-L-proline). RXN SMILES: C([S:4][CH2:5][CH:6]([C:21]([F:24])([F:23])[F:22])[C:7]([N:9]1[CH2:16][C:15]([O:19][CH3:20])([O:17][CH3:18])[CH2:14][C@H:10]1[C:11]([OH:13])=[O:12])=[O:8])(=O)C.N>>[SH:4][CH2:5][CH:6]([C:21]([F:24])([F:22])[F:23])[C:7]([N:9]1[CH2:16][C:15]([O:17][CH3:18])([O:19][CH3:20])[CH2:14][C@H:10]1[C:11]([OH:13])=[O:12])=[O:8]. Procedure details: Each individual isomer product from Example 19 is hydrolyzed with concentrated ammonia according to the procedure of Example 4 to yield 1-(3-mercapto-2-trifluoromethyl-1-oxopropyl)-4,4-dimethoxy-L-proline, isomer A and 1-(3-mercapto-2-trifluoromethyl-1-oxopropyl)-4,4-dimethoxy-L-proline, isomer B. Starting materials: C([O-])([O-])=O.[K+].[K+] (Potassium carbonate), [I-].[Na+] (sodium iodide), CC=1C(=C(C=CC1)O)[N+](=O)[O-] (3-methyl-2-nitrophenol), Cl.ClCCN1CCCC1 (1-(2-chloroethyl)-pyrrolidine hydrochloride), C([O-])([O-])=O.[K+].[K+] (potassium carbonate), Cl.ClCCN1CCCC1 (1-(2-chloroethyl)-pyrrolidine hydrochloride). The product is CC=1C(=C(OCCN2CCCC2)C=CC1)[N+](=O)[O-] (1-[2-(3-Methyl-2-nitrophenoxy)-ethyl]-pyrrolidine). Isolated yield 63.0%. Reaction SMILES: C(=O)([O-])[O-].[K+].[K+].[I-].[Na+].[CH3:9][C:10]1[C:11]([N+:17]([O-:19])=[O:18])=[C:12]([OH:16])[CH:13]=[CH:14][CH:15]=1.Cl.Cl[CH2:22][CH2:23][N:24]1[CH2:28][CH2:27][CH2:26][CH2:25]1>>[CH3:9][C:10]1[C:11]([N+:17]([O-:19])=[O:18])=[C:12]([CH:13]=[CH:14][CH:15]=1)[O:16][CH2:22][CH2:23][N:24]1[CH2:28][CH2:27][CH2:26][CH2:25]1 |f:0.1.2,3.4,6.7|. Procedure details: Potassium carbonate (34.9 g., 252 mmol) and sodium iodide (1.0 g., 6.5 mmol) were added to a solution of 3-methyl-2-nitrophenol (10 g., 65.3 mmol). With stirring, 1-(2-chloroethyl)-pyrrolidine hydrochloride (16.65 g., 98 mmol) was added portion-wise to the solution. The reaction mixture was refluxed for 15 hours, at which time 1-(2-chloroethyl)-pyrrolidine hydrochloride (8.5 g., 50 mmol) and potassium carbonate (18 g., 130 mmol) were added. After an additional hour of reflux, the reaction mixtur... The reactants are COC(C(C(C)C)NC(C(COC1=CC=C(C=C1)Br)NC(=O)OC(C)(C)C)=O)=O (2-[3-(4-Bromophenoxy)-2-tert-butoxycarbonylamino-propionylamino]-3-methyl-butyric acid methyl ester), COC(C(C(C)C)NC(C(COC1=CC=C(C=C1)Br)NC(=O)OC(C)(C)C)=O)=O (2-[3-(4-Bromophenoxy)-2-tert-butoxycarbonylamino-propionylamino]-3-methyl-butyric acid methyl ester), O (water), CCN(C(C)C)C(C)C (DIEA), ClC(=O)OC1=CC=CC=C1 (phenyl chloroformate), CCN(C(C)C)C(C)C (DIEA). Run in C(=O)(C(F)(F)F)O (TFA), O1CCOCC1 (dioxane), CN(C)C=O (DMF). Run at time 1.5 hour. The product is COC(C(C(C)C)N1C(NC(C1=O)COC1=CC=C(C=C1)Br)=O)=O (2-[4-(4-Bromophenoxymethyl)-2,5-dioxo-imidazolidin-1-yl]-3-methyl-butyric acid methyl ester). Reaction SMILES: [CH3:1][O:2][C:3](=[O:29])[CH:4]([NH:8][C:9](=[O:28])[CH:10]([NH:20][C:21](OC(C)(C)C)=[O:22])[CH2:11][O:12][C:13]1[CH:18]=[CH:17][C:16]([Br:19])=[CH:15][CH:14]=1)[CH:5]([CH3:7])[CH3:6].O.CCN(C(C)C)C(C)C.ClC(OC1C=CC=CC=1)=O>C(O)(C(F)(F)F)=O.O1CCOCC1.CN(C=O)C>[CH3:1][O:2][C:3](=[O:29])[CH:4]([N:8]1[C:9](=[O:28])[CH:10]([CH2:11][O:12][C:13]2[CH:18]=[CH:17][C:16]([Br:19])=[CH:15][CH:14]=2)[NH:20][C:21]1=[O:22])[CH:5]([CH3:7])[CH3:6]. Procedure details: The compound obtained in step f above (22f) (900 mg, 1.907 mmol) was stirred in TFA (8 mL) at 0° C. for 5 h, and then concentrated under vacuum. The residue was diluted with CH2Cl2, washed with saturated NaHCO3 and brine, dried over anhydrous Na2SO4, concentrated to give the crude product. The obtained crude product was stirred in dioxane (9 mL) and water (1 mL) at 0° C., DIEA (737 mg, 5.72 mmol) and phenyl chloroformate (446 mg, 2.861 mmol) were added, and the mixture was stirred for 1.5 h. The...